This data is from the Open Reaction Database (ORD), a public repository of structured organic reaction records. The task is: describe an organic reaction: reactants, conditions, products, and yield Reactants: C(=NC1CCCCC1)=NC1CCCCC1, O=C(O)C(CC1CCCC1)c1ccc(Cl)c(Cl)c1, Nc1nccnn1, c1ccncc1. Yields the product O=C(Nc1nccnn1)C(CC1CCCC1)c1ccc(Cl)c(Cl)c1. RXN SMILES: [CH2:19]1[CH2:20][CH2:21][CH:22]([N:23]=[C:24]=[N:25][CH:26]2[CH2:27][CH2:28][CH2:29][CH2:30][CH2:31]2)[CH2:32][CH2:33]1.[CH:1]1([CH2:6][CH:7]([C:8](=[O:9])[OH:10])[c:11]2[cH:12][c:13]([Cl:18])[c:14]([Cl:17])[cH:15][cH:16]2)[CH2:2][CH2:3][CH2:4][CH2:5]1.[NH2:34][c:35]1[n:36][n:37][cH:38][cH:39][n:40]1.[cH:41]1[cH:42][cH:43][n:44][cH:45][cH:46]1>>[CH:1]1([CH2:6][CH:7]([C:8](=[O:10])[NH:34][c:35]2[n:36][n:37][cH:38][cH:39][n:40]2)[c:11]2[cH:12][c:13]([Cl:18])[c:14]([Cl:17])[cH:15][cH:16]2)[CH2:2][CH2:3][CH2:4][CH2:5]1. The reactants are N1(CCC1)CCN1C(=NC(=C1)C1=CC(=C(C=C1)F)C)C1CCNCC1 (4-[1-(2-Azetidin-1-yl-ethyl)-4-(4-fluoro-3-methyl-phenyl)-1H-imidazol-2-yl]-piperidine), ClC1=C(C(=NC=N1)N)C(C)C (6-chloro-5-isopropyl-pyrimidin-4-ylamine), C([O-])([O-])=O.[K+].[K+] (potassium carbonate). Run in CS(=O)C (DMSO). Run at temperature 120 celsius, time 56 hour. The product is N1(CCC1)CCN1C(=NC(=C1)C1=CC(=C(C=C1)F)C)C1CCN(CC1)C1=C(C(=NC=N1)N)C(C)C (6-{4-[1-(2-Azetidin-1-yl-ethyl)-4-(4-fluoro-3-methyl-phenyl)-1H-imidazol-2-yl]-piperidin-1-yl}-5-isopropyl-pyrimidin-4-ylamine). Reaction SMILES: [N:1]1([CH2:5][CH2:6][N:7]2[CH:11]=[C:10]([C:12]3[CH:17]=[CH:16][C:15]([F:18])=[C:14]([CH3:19])[CH:13]=3)[N:9]=[C:8]2[CH:20]2[CH2:25][CH2:24][NH:23][CH2:22][CH2:21]2)[CH2:4][CH2:3][CH2:2]1.Cl[C:27]1[N:32]=[CH:31][N:30]=[C:29]([NH2:33])[C:28]=1[CH:34]([CH3:36])[CH3:35].C(=O)([O-])[O-].[K+].[K+]>CS(C)=O>[N:1]1([CH2:5][CH2:6][N:7]2[CH:11]=[C:10]([C:12]3[CH:17]=[CH:16][C:15]([F:18])=[C:14]([CH3:19])[CH:13]=3)[N:9]=[C:8]2[CH:20]2[CH2:21][CH2:22][N:23]([C:27]3[N:32]=[CH:31][N:30]=[C:29]([NH2:33])[C:28]=3[CH:34]([CH3:36])[CH3:35])[CH2:24][CH2:25]2)[CH2:2][CH2:3][CH2:4]1 |f:2.3.4|. Procedure details: The mixture of 4-[1-(2-Azetidin-1-yl-ethyl)-4-(4-fluoro-3-methyl-phenyl)-1H-imidazol-2-yl]-piperidine (162.8 mg; 0.47 mmol; 1.0 eq.), 6-chloro-5-isopropyl-pyrimidin-4-ylamine (81.6 mg; 0.47 mmol; 1.0 eq.) and potassium carbonate (82.1 m g; 0.59 mmol; 1.25 eq.) in DMSO (3 ml) was stirred 120° C. for 56 hr. The crude was purified by prep HPLC to afford the title compound. LC-MS (M+H=478, obsd=478). 1H NMR (400 MHz, DMSO-d6) δ 8.02 (s, 1H), 7.66-7.59 (m, 1H), 7.54 (ddd, J=7.7, 4.9, 2.1 Hz, 1H), 7.4... Reactants: Cl.C(C)N=C=NCCCN(C)C (1-ethyl-3-(3-dimethylaminopropyl)carbodiimide hydrochloride), ON1N=NC2=C1C=CC=C2 (1-hydroxybenzotriazole), [F-].C(CCC)[N+](CCCC)(CCCC)CCCC (tetrabutylammonium fluoride), solution, Example 22 ( 22d ), Example 5 ( 5a ), O(C1=CC=CC=C1)C1=CC=C(C(=O)O)C=C1 (4-phenoxybenzoic acid), C(C)C=1C=C(SC1COC1OCCCC1)C(N)=NO (4-ethyl-N′-hydroxy-5-[(tetrahydro-2H-pyran-2-yloxy)methyl]thiophene-2-carboximidamide). The solvent is O1CCCC1 (tetrahydrofuran). Product: crude product, C(C)C=1C=C(SC1COC1OCCCC1)C1=NOC(=N1)C1=CC=C(C=C1)OC1=CC=CC=C1 (3-{4-Ethyl-5-[(tetrahydro-2H-pyran-2-yloxy)methyl]-2-thienyl}-5-(4-phenoxyphenyl)-1,2,4-oxadiazole). Reaction SMILES: [O:1]([C:8]1[CH:16]=[CH:15][C:11]([C:12]([OH:14])=O)=[CH:10][CH:9]=1)[C:2]1[CH:7]=[CH:6][CH:5]=[CH:4][CH:3]=1.ON1C2C=CC=CC=2N=N1.Cl.C(N=C=NCCCN(C)C)C.[CH2:39]([C:41]1[CH:42]=[C:43]([C:54](=[N:56]O)[NH2:55])[S:44][C:45]=1[CH2:46][O:47][CH:48]1[CH2:53][CH2:52][CH2:51][CH2:50][O:49]1)[CH3:40].[F-].C([N+](CCCC)(CCCC)CCCC)CCC>O1CCCC1>[CH2:39]([C:41]1[CH:42]=[C:43]([C:54]2[N:56]=[C:12]([C:11]3[CH:10]=[CH:9][C:8]([O:1][C:2]4[CH:3]=[CH:4][CH:5]=[CH:6][CH:7]=4)=[CH:16][CH:15]=3)[O:14][N:55]=2)[S:44][C:45]=1[CH2:46][O:47][CH:48]1[CH2:53][CH2:52][CH2:51][CH2:50][O:49]1)[CH3:40] |f:2.3,5.6|. Procedure: The crude product of the title compound was synthesized by conducting the similar reaction to that mentioned in Example 5 (5a) using 4-phenoxybenzoic acid (0.16 g, 0.73 mmol), 1-hydroxybenzotriazole (0.12 g, 0.76 mmol), 1-ethyl-3-(3-dimethylaminopropyl)carbodiimide hydrochloride (0.15 g, 0.76 mmol), 4-ethyl-N′-hydroxy-5-[(tetrahydro-2H-pyran-2-yloxy)methyl]thiophene-2-carboximidamide (0.17 g, 0.69 mmol) that was obtained in Example 22 (22d) and tetrabutylammonium fluoride (a 1.0 M solution in te... The reactants are B, C1CCOC1, CCS(=O)(=O)c1ccc(C(=O)O)cc1, CO. Product: CCS(=O)(=O)c1ccc(CO)cc1. Reaction SMILES: [BH3:15].[CH2:16]1[O:17][CH2:18][CH2:19][CH2:20]1.[CH2:1]([CH3:2])[S:3](=[O:4])(=[O:5])[c:6]1[cH:7][cH:8][c:9]([C:10](=[O:11])[OH:12])[cH:13][cH:14]1.[CH3:21][OH:22]>>[CH2:1]([CH3:2])[S:3](=[O:4])(=[O:5])[c:6]1[cH:7][cH:8][c:9]([CH2:10][OH:11])[cH:13][cH:14]1. Starting materials: Fc1ccccc1Br, Cn1ccnc1. The reagents and catalysts are CC(C)(C)c1ccc(-c2ccc(C(C)(C)C)cc2)cc1 (4,4'-di-tert-butylbiphenyl), CC(C)(C)C(=O)[O-].[K+] (KOPiv), Cl[Pd]CC=C.C=CC[Pd]Cl ([Pd(allyl)Cl]2), CN(C)c1ccc(P(C2CCCCC2)C2CCCCC2)cc1 (A-caPhos). Solvent: CC(=O)N(C)C (DMA), CC(=O)N(C)C (DMA), CC(=O)N(C)C (DMA). Run at temperature 120 celsius, time 24 hour. Yields the product Cn1cncc1-c1ccccc1F. Isolated yield 23.9%.